This data is from the Open Reaction Database (ORD), a public repository of structured organic reaction records. The task is: describe an organic reaction: reactants, conditions, products, and yield Starting materials: C1(=CC=C(C=C1)S(=O)(=O)N=C=O)C (p-toluenesulfonylisocyanate), NC1=C(C(=O)O)C=CC(=C1)OC (2-amino-4-methoxybenzoic acid). The product is COC1=CC=C2C(N(C(NC2=C1)=O)S(=O)(=O)C1=CC=C(C=C1)C)=O (7-methoxy-3-(4-toluenesulfonyl)-2,4(1H,3H)-quinazolinedione). Yield: 50.8%. Reaction SMILES: [C:1]1([CH3:13])[CH:6]=[CH:5][C:4]([S:7]([N:10]=[C:11]=[O:12])(=[O:9])=[O:8])=[CH:3][CH:2]=1.[NH2:14][C:15]1[CH:23]=[C:22]([O:24][CH3:25])[CH:21]=[CH:20][C:16]=1[C:17]([OH:19])=O>>[CH3:25][O:24][C:22]1[CH:23]=[C:15]2[C:16]([C:17](=[O:19])[N:10]([S:7]([C:4]3[CH:5]=[CH:6][C:1]([CH3:13])=[CH:2][CH:3]=3)(=[O:9])=[O:8])[C:11](=[O:12])[NH:14]2)=[CH:20][CH:21]=1. Procedure: 269 mg (1.36 mmol) of p-toluenesulfonylisocyanate and 190 mg (1.20 mmol) of 2-amino-4-methoxybenzoic acid were treated in the same way as in Example 1 to obtain 211 mg of the above-identified compound (yield 53.5%). Properties: colorless crystal, Melting point: 228°-231° C., PMR (δppm, DMSO-d6):2.43 (3H,s), 3.79 (3H,s), 7.07 (1H,d), 7.29 (2H,br), 7.45-7.54 (2H,m), 8.04 (2H,d), 11.37 (1H,s). Starting materials: CN1C(CCCC2CN(C=3C=CC=C1C23)CC(=O)OC(C)(C)C)=O (tert-butyl (7-methyl-6-oxo-2a,3,4,5,6,7-hexahydroazocino[4,3,2-cd]indol-1(2H)-yl)acetate), Cl (HCl), Cl (HCl). Solvent: CCOC(=O)C (EtOAc). Reaction conditions: time 10 minute. The product is CN1C(CCCC2CN(C=3C=CC=C1C23)CC(=O)O)=O ((7-Methyl-6-oxo-2a,3,4,5,6,7-hexahydroazocino[4,3,2-cd]indol-1-(2H)-yl)acetic acid). As a reaction SMILES: [CH3:1][N:2]1[C:14]2[C:15]3[CH:7]([CH2:8][N:9]([CH2:16][C:17]([O:19]C(C)(C)C)=[O:18])[C:10]=3[CH:11]=[CH:12][CH:13]=2)[CH2:6][CH2:5][CH2:4][C:3]1=[O:24].Cl>CCOC(C)=O>[CH3:1][N:2]1[C:14]2[C:15]3[CH:7]([CH2:8][N:9]([CH2:16][C:17]([OH:19])=[O:18])[C:10]=3[CH:11]=[CH:12][CH:13]=2)[CH2:6][CH2:5][CH2:4][C:3]1=[O:24]. Procedure: A solution of tert-butyl (7-methyl-6-oxo-2a,3,4,5,6,7-hexahydroazocino[4,3,2-cd]indol-1(2H)-yl)acetate, enantiomer A, from Step G (18 mg, 0.057 mmol) in EtOAc (1 mL) was saturated with HCl (g), aged at ambient temperature for 10 min, then resaturated with HCl (g). After a further 10 min, the mixture was concentrated in vacuo to give the title compound. MS: m/z=275 (M+1). Reactants: CCO, COc1ccc(-c2nnc3c4ccccc4c(Cl)nn23)cc1, Nc1ccc(N)cc1. Product: COc1ccc(-c2nnc3c4ccccc4c(Nc4ccc(N)cc4)nn23)cc1. Reaction SMILES: [CH3:31][CH2:32][OH:33].[Cl:1][c:2]1[n:3][n:4]2[c:5]([c:6]3[cH:7][cH:8][cH:9][cH:10][c:11]13)[n:12][n:13][c:14]2-[c:15]1[cH:16][cH:17][c:18]([O:21][CH3:22])[cH:19][cH:20]1.[c:23]1([NH2:30])[cH:24][cH:25][c:26]([NH2:29])[cH:27][cH:28]1>>[c:2]1([NH:29][c:26]2[cH:25][cH:24][c:23]([NH2:30])[cH:28][cH:27]2)[n:3][n:4]2[c:5]([c:6]3[cH:7][cH:8][cH:9][cH:10][c:11]13)[n:12][n:13][c:14]2-[c:15]1[cH:16][cH:17][c:18]([O:21][CH3:22])[cH:19][cH:20]1. The reactants are [Si](C)(C)(C(C)(C)C)OCCOC=1C(=NC(=NC1)C=1C2=C(N(N1)CC1=C(C=CC=C1)F)CCC2)NC2=CC=NC=C2C#N (4-({5-(2-{[tert-butyl(dimethyl)silyl]oxy}ethoxy)-2-[1-(2-fluorobenzyl)-1,4,5,6-tetrahydrocyclopenta[c]pyrazol-3-yl]pyrimidin-4-yl}amino)nicotinonitrile), Cl (hydrochloric acid). Run in O1CCOCC1 (dioxane), O1CCOCC1 (dioxane). The product is FC1=C(CN2N=C(C3=C2CCC3)C3=NC=C(C(=N3)NC3=CC=NC=C3C#N)OCCO)C=CC=C1 (4-({2-[1-(2-fluorobenzyl)-1,4,5,6-tetrahydrocyclopenta[c]pyrazol-3-yl]-5-(2-hydroxyethoxyl)pyrimidin-4-yl}amino)nicotinonitrile). As a reaction SMILES: [Si]([O:8][CH2:9][CH2:10][O:11][C:12]1[C:13]([NH:34][C:35]2[C:40]([C:41]#[N:42])=[CH:39][N:38]=[CH:37][CH:36]=2)=[N:14][C:15]([C:18]2[C:19]3[CH2:33][CH2:32][CH2:31][C:20]=3[N:21]([CH2:23][C:24]3[CH:29]=[CH:28][CH:27]=[CH:26][C:25]=3[F:30])[N:22]=2)=[N:16][CH:17]=1)(C(C)(C)C)(C)C.Cl>O1CCOCC1>[F:30][C:25]1[CH:26]=[CH:27][CH:28]=[CH:29][C:24]=1[CH2:23][N:21]1[C:20]2[CH2:31][CH2:32][CH2:33][C:19]=2[C:18]([C:15]2[N:14]=[C:13]([NH:34][C:35]3[C:40]([C:41]#[N:42])=[CH:39][N:38]=[CH:37][CH:36]=3)[C:12]([O:11][CH2:10][CH2:9][OH:8])=[CH:17][N:16]=2)=[N:22]1. Reported procedure: 32.7 mg of 4-({5-(2-{[tert-butyl(dimethyl)silyl]oxy}ethoxy)-2-[1-(2-fluorobenzyl)-1,4,5,6-tetrahydrocyclopenta[c]pyrazol-3-yl]pyrimidin-4-yl}amino)nicotinonitrile 2-3-10 (0.034 mmol, 1.00 eq.) were dissolved in 0.58 mL dioxane and 0.085 mL 4 M hydrochloric acid in dioxane (0.341 mmol, 10.0 eq.) were added and stirred at rt over night. The reaction mixture was partitioned between half saturated aqueous ammonium chloride solution and DCM/isopropanol (4:1). The combined organic layers were washed w...